From a dataset of the Open Reaction Database (ORD), a public repository of structured organic reaction records. describe an organic reaction: reactants, conditions, products, and yield Reactants: CC[O-].[Na+] (NaOEt), [Na] (sodium), C(=N)(N)NN.Cl (aminoguanidine hydrochloride), [Na+].[Cl-] (NaCl), O=C(CC(=O)OCC)C (ethyl 3-oxobutanoate). Solvent: C(C)O (ethanol). Reaction conditions: temperature 50 celsius, time 8 hour. Yields the product NC1=NC(=CC(N1N)=O)C (2,3-diamino-6-methyl-4(3H)-pyrimidinone). RXN SMILES: CC[O-].[Na+].[Na].[C:6]([NH:9][NH2:10])([NH2:8])=[NH:7].Cl.[Na+].[Cl-].O=[C:15]([CH3:22])[CH2:16][C:17](OCC)=[O:18]>C(O)C>[NH2:7][C:6]1[N:9]([NH2:10])[C:17](=[O:18])[CH:16]=[C:15]([CH3:22])[N:8]=1 |f:0.1,3.4,5.6,^1:4|. Reported procedure: To a stirring solution of NaOEt prepared from sodium (FLUKA, 9.19 g, 400 mmol) and ethanol (350 mL) was added aminoguanidine hydrochloride (ALDRICH, 44.2 g, 400 mmol). The reaction mixture was heated at 50° C. for 30 min. Then, the mixture was filtered to remove NaCl, and ethyl 3-oxobutanoate (ALDRICH, 25.3 mL, 200 mmol) was added to the filtrate. The reaction mixture was heated under reflux for 5 h and, then, stirred at room temperature overnight. The precipitate obtained was filtered and dried... Reactants: CN(C)S(F)(F)F, CCOC(C)=O, ClCCl, CC(=O)NCC1CN(c2ccc(C3(O)C=CS(=O)(=O)CC3)c(F)c2)C(=O)O1. Yields the product CC(=O)NCC1CN(c2ccc(C3(F)C=CS(=O)(=O)CC3)c(F)c2)C(=O)O1. RXN SMILES: [CH3:1][N:2]([S:3]([F:4])([F:5])[F:6])[CH3:7].[CH3:38][CH2:39][O:40][C:41](=[O:42])[CH3:43].[Cl:35][CH2:36][Cl:37].[OH:8][C:9]1([c:17]2[c:18]([F:34])[cH:19][c:20]([N:23]3[C:24](=[O:33])[O:25][CH:26]([CH2:28][NH:29][C:30]([CH3:31])=[O:32])[CH2:27]3)[cH:21][cH:22]2)[CH2:10][CH2:11][S:12](=[O:15])(=[O:16])[CH:13]=[CH:14]1>>[F:5][C:9]1([c:17]2[c:18]([F:34])[cH:19][c:20]([N:23]3[C:24](=[O:33])[O:25][CH:26]([CH2:28][NH:29][C:30]([CH3:31])=[O:32])[CH2:27]3)[cH:21][cH:22]2)[CH2:10][CH2:11][S:12](=[O:15])(=[O:16])[CH:13]=[CH:14]1. Reactants: CC(C)=O, O=[Mn]=O, CCC(NC(=O)c1cncc2c1cnn2-c1ccc(F)cc1)c1ccnc(C(C)O)c1. The product is CCC(NC(=O)c1cncc2c1cnn2-c1ccc(F)cc1)c1ccnc(C(C)=O)c1. Reaction SMILES: [CH3:32][C:33](=[O:34])[CH3:35].[O:36]=[Mn:37]=[O:38].[OH:1][CH:2]([CH3:3])[c:4]1[n:5][cH:6][cH:7][c:8]([CH:10]([CH2:11][CH3:12])[NH:13][C:14](=[O:15])[c:16]2[c:17]3[c:18]([cH:19][n:20][cH:21]2)[n:22](-[c:25]2[cH:26][cH:27][c:28]([F:31])[cH:29][cH:30]2)[n:23][cH:24]3)[cH:9]1>>[O:1]=[C:2]([CH3:3])[c:4]1[n:5][cH:6][cH:7][c:8]([CH:10]([CH2:11][CH3:12])[NH:13][C:14](=[O:15])[c:16]2[c:17]3[c:18]([cH:19][n:20][cH:21]2)[n:22](-[c:25]2[cH:26][cH:27][c:28]([F:31])[cH:29][cH:30]2)[n:23][cH:24]3)[cH:9]1. Starting materials: CO (Methanol), [OH-].[Na+] (NaOH), CN(C)CC (N,N-dimethylethylamine), O=C1CC2N(C3=C(N1)C=CC=N3)CCN(C2)C(=O)OC(C)(C)C (tert-butyl 6-oxo-6,7,7a,8,10,11-hexahydropyrazino[1,2-d]pyrido[3,2-b][1,4]diazepine-9(5H)-carboxylate), CN(C)CC (N,N-dimethylethylamine). Solvent: O (water), O1CCCC1 (tetrahydrofuran). Reaction conditions: time 5 hour. The product is N1=CC=CC=2NCCC3N(C21)CCN(C3)C(=O)OC(C)(C)C (tert-butyl 6,7,7a,8,10,11-hexahydropyrazino[1,2-d]pyrido[3,2-b][1,4]diazepine-9 (5H)-carboxylate). RXN SMILES: CN(CC)C.O=[C:7]1[NH:13][C:12]2[CH:14]=[CH:15][CH:16]=[N:17][C:11]=2[N:10]2[CH2:18][CH2:19][N:20]([C:22]([O:24][C:25]([CH3:28])([CH3:27])[CH3:26])=[O:23])[CH2:21][CH:9]2[CH2:8]1.CO.[OH-].[Na+]>O1CCCC1.O>[N:17]1[C:11]2[N:10]3[CH2:18][CH2:19][N:20]([C:22]([O:24][C:25]([CH3:28])([CH3:27])[CH3:26])=[O:23])[CH2:21][CH:9]3[CH2:8][CH2:7][NH:13][C:12]=2[CH:14]=[CH:15][CH:16]=1 |f:3.4|. Procedure: A solution of alane-N,N-dimethylethylamine complex (0.5 M in toluene, 5.0 mL, 2.50 mmol) was added dropwise over 2 minutes to a solution of the product of Example 64A (506 mg, 1.59 mmol) in dry tetrahydrofuran (22 mL). The reaction was stirred at room temperature for 5 hours. Additional portions of alane-N,N-dimethylethylamine complex (0.5 M in toluene, 5.0 mL, 2.50 mmol) were added after 1 hour, and again after 4 hours. Methanol (10 mL) was added, followed after 10 minutes by water (20 mL) and ... Reactants: CI (methyliodide), [H-].[Na+] (Sodium hydride), C(C)N(C(=O)C1CC(C1)(O)C1=CC(=C(C=C1)CN1CCCC1)F)C (3-(3-Fluoro-4-pyrrolidin-1-ylmethyl-phenyl)-3-hydroxy-cyclobutanecarboxylic acid ethyl-methyl-amide), C(C)N(C(=O)C1CC(C1)(O)C1=CC(=C(C=C1)CN1CCCC1)F)C (3-(3-Fluoro-4-pyrrolidin-1-ylmethyl-phenyl)-3-hydroxy-cyclobutanecarboxylic acid ethyl-methyl-amide). Run in C1CCOC1 (THF). Conditions: time 15 minute. Yields the product C(C)N(C(=O)C1CC(C1)(OC)C1=CC(=C(C=C1)CN1CCCC1)F)C (3-(3-Fluoro-4-pyrrolidin-1-ylmethyl-phenyl)-3-methoxy-cyclobutanecarboxylic acid ethyl-methyl-amide). Reaction SMILES: [H-].[Na+].[CH2:3]([N:5]([CH3:26])[C:6]([CH:8]1[CH2:11][C:10]([C:13]2[CH:18]=[CH:17][C:16]([CH2:19][N:20]3[CH2:24][CH2:23][CH2:22][CH2:21]3)=[C:15]([F:25])[CH:14]=2)([OH:12])[CH2:9]1)=[O:7])[CH3:4].[CH3:27]I>C1COCC1>[CH2:3]([N:5]([CH3:26])[C:6]([CH:8]1[CH2:11][C:10]([C:13]2[CH:18]=[CH:17][C:16]([CH2:19][N:20]3[CH2:24][CH2:23][CH2:22][CH2:21]3)=[C:15]([F:25])[CH:14]=2)([O:12][CH3:27])[CH2:9]1)=[O:7])[CH3:4] |f:0.1|. Procedure: Sodium hydride (60% wt, 0.040 g, 1.00 mmol) was added to a solution of Example 14, 3-(3-Fluoro-4-pyrrolidin-1-ylmethyl-phenyl)-3-hydroxy-cyclobutanecarboxylic acid ethyl-methyl-amide (0.25 g, 0.748 mmol) in THF (5 mL). After stirring for 15 min, all gas evolution ceased and methyliodide (0.06 mL, 0.96 mmol) was added. The resulting mixture was stirred at room temperature for 16 h then quenched with water and extracted into EtOAc. The extract was washed with brine, dried over MgSO4 and concentrat... Starting materials: CCO, Cl, O=C1CC(c2cccc(Oc3ccc(F)cc3)c2)C1, NO, c1ccncc1. Product: ON=C1CC(c2cccc(Oc3ccc(F)cc3)c2)C1. RXN SMILES: [CH3:23][CH2:24][OH:25].[ClH:20].[F:1][c:2]1[cH:3][cH:4][c:5]([O:6][c:7]2[cH:8][c:9]([CH:13]3[CH2:14][C:15](=[O:17])[CH2:16]3)[cH:10][cH:11][cH:12]2)[cH:18][cH:19]1.[NH2:21][OH:22].[cH:26]1[cH:27][cH:28][n:29][cH:30][cH:31]1>>[F:1][c:2]1[cH:3][cH:4][c:5]([O:6][c:7]2[cH:8][c:9]([CH:13]3[CH2:14][C:15](=[N:21][OH:22])[CH2:16]3)[cH:10][cH:11][cH:12]2)[cH:18][cH:19]1. The reactants are FC1=CC=C(CN2N3C(C(=C(C2=O)C2=NS(C4=C(N2)C=CC(=C4)I)(=O)=O)O)=CC=C3)C=C1 (1-(4-Fluoro-benzyl)-4-hydroxy-3-(7-iodo-1,1-dioxo-1,4-dihydro-1λ6-benzo[1,2,4]thiadiazin-3-yl)-pyrrolo[1,2-b]pyridazin-2-one), P(=O)([O-])([O-])[O-].[K+].[K+].[K+] (potassium phosphate), N(C)CC(=O)O (sarcosine), CNS(=O)(=O)C (N-methyl-methanesulfonamide). The reagents and catalysts are [Cu]I (copper(I) iodide). The solvent is C(C)OCC (diethyl ether), CO (methanol), C(C)(=O)OCC (ethyl acetate), CN(C=O)C (N,N-dimethylformamide). Reaction conditions: temperature 100 celsius. The product is desired product, FC1=CC=C(CN2N3C(C(=C(C2=O)C2=NS(C4=C(N2)C=CC(=C4)N(S(=O)(=O)C)C)(=O)=O)O)=CC=C3)C=C1 (N-{3-[1-(4-fluoro-benzyl)-4-hydroxy-2-oxo-1,2-dihydro-pyrrolo[1,2-b]pyridazin-3-yl]-1,1-dioxo-1,4-dihydro-1λ6-benzo[1,2,4]thiadiazin-7-yl}-N-methyl-methanesulfonamide). The yield is 65.0%. As a reaction SMILES: [F:1][C:2]1[CH:32]=[CH:31][C:5]([CH2:6][N:7]2[C:12](=[O:13])[C:11]([C:14]3[NH:19][C:18]4[CH:20]=[CH:21][C:22](I)=[CH:23][C:17]=4[S:16](=[O:26])(=[O:25])[N:15]=3)=[C:10]([OH:27])[C:9]3=[CH:28][CH:29]=[CH:30][N:8]23)=[CH:4][CH:3]=1.P([O-])([O-])([O-])=O.[K+].[K+].[K+].N(CC(O)=O)C.[CH3:47][NH:48][S:49]([CH3:52])(=[O:51])=[O:50]>CN(C)C=O.C(OCC)(=O)C.[Cu]I.C(OCC)C.CO>[F:1][C:2]1[CH:32]=[CH:31][C:5]([CH2:6][N:7]2[C:12](=[O:13])[C:11]([C:14]3[NH:19][C:18]4[CH:20]=[CH:21][C:22]([N:48]([CH3:47])[S:49]([CH3:52])(=[O:51])=[O:50])=[CH:23][C:17]=4[S:16](=[O:26])(=[O:25])[N:15]=3)=[C:10]([OH:27])[C:9]3=[CH:28][CH:29]=[CH:30][N:8]23)=[CH:4][CH:3]=1 |f:1.2.3.4|. Reported procedure: 1-(4-Fluoro-benzyl)-4-hydroxy-3-(7-iodo-1,1-dioxo-1,4-dihydro-1λ6-benzo[1,2,4]thiadiazin-3-yl)-pyrrolo[1,2-b]pyridazin-2-one (Example 9b, 0.269 g, 0.477 mmol), potassium phosphate (tribasic) (0.506 g, 2.38 mmol), copper(I) iodide (0.023 g, 0.119 mmol), sarcosine (0.026 g, 0.290 mmol, and N-methyl-methanesulfonamide (0.520 g, 4.77 mmol) were dissolved in N,N-dimethylformamide (9 mL) at 25° C. The mixture was heated to 100° C. for 6 h, then was allowed to cool to 25° C., diluted with ethyl acetate...